This data is from the Open Reaction Database (ORD), a public repository of structured organic reaction records. The task is: describe an organic reaction: reactants, conditions, products, and yield Reactants: OCCBr, O=C([O-])O, CCO, c1ccc2c(c1)ccn2C1CCNCC1, [Na+]. Yields the product OCCN1CCC(n2ccc3ccccc32)CC1. RXN SMILES: [Br:1][CH2:2][CH2:3][OH:4].[C:20](=[O:21])([O-:22])[OH:23].[CH3:25][CH2:26][OH:27].[NH:5]1[CH2:6][CH2:7][CH:8]([n:11]2[cH:12][cH:13][c:14]3[cH:15][cH:16][cH:17][cH:18][c:19]23)[CH2:9][CH2:10]1.[Na+:24]>>[CH2:2]([CH2:3][OH:4])[N:5]1[CH2:6][CH2:7][CH:8]([n:11]2[cH:12][cH:13][c:14]3[cH:15][cH:16][cH:17][cH:18][c:19]23)[CH2:9][CH2:10]1. Reactants: [BH4-], O=c1c(C2=NS(=O)(=O)c3ccccc3N2)c(O)c2ccccc2n1N=C1CCCCCC1, CO, Cl, [Li+], C1CCOC1, O. Product: O=c1c(C2=NS(=O)(=O)c3ccccc3N2)c(O)c2ccccc2n1NC1CCCCCC1. Reaction SMILES: [BH4-:35].[C:1]1(=[N:8][n:9]2[c:10](=[O:32])[c:11]([C:20]3=[N:21][S:22](=[O:30])(=[O:31])[c:23]4[c:24]([cH:26][cH:27][cH:28][cH:29]4)[NH:25]3)[c:12]([OH:19])[c:13]3[cH:14][cH:15][cH:16][cH:17][c:18]23)[CH2:2][CH2:3][CH2:4][CH2:5][CH2:6][CH2:7]1.[CH3:33][OH:34].[ClH:37].[Li+:36].[O:38]1[CH2:39][CH2:40][CH2:41][CH2:42]1.[OH2:43]>>[CH:1]1([NH:8][n:9]2[c:10](=[O:32])[c:11]([C:20]3=[N:21][S:22](=[O:30])(=[O:31])[c:23]4[c:24]([cH:26][cH:27][cH:28][cH:29]4)[NH:25]3)[c:12]([OH:19])[c:13]3[cH:14][cH:15][cH:16][cH:17][c:18]23)[CH2:2][CH2:3][CH2:4][CH2:5][CH2:6][CH2:7]1. Starting materials: CCO, Cl, [K+], COC(=O)CCN1CCOCC1, [OH-]. Product: O=C(O)CCN1CCOCC1. Reaction SMILES: [CH3:16][CH2:17][OH:18].[ClH:15].[K+:2].[O:3]1[CH2:4][CH2:5][N:6]([CH2:9][CH2:10][C:11](=[O:12])[O:13][CH3:14])[CH2:7][CH2:8]1.[OH-:1]>>[O:3]1[CH2:4][CH2:5][N:6]([CH2:9][CH2:10][C:11](=[O:12])[OH:13])[CH2:7][CH2:8]1. Starting materials: CC(=O)OC(C)=O, CCOC(C)=O, CN(C)c1ccncc1, COc1cc2c(cc1-c1c(C)nn(C)c1C)-c1c(-c3cccs3)c3c(n1CC2)C(=O)N(C(C)C)CCNC3, O, c1ccncc1. Product: COc1cc2c(cc1-c1c(C)nn(C)c1C)-c1c(-c3cccs3)c3c(n1CC2)C(=O)N(C(C)C)CCN(C(C)=O)C3. RXN SMILES: [CH3:39][C:40](=[O:41])[O:42][C:43](=[O:44])[CH3:45].[CH3:47][CH2:48][O:49][C:50](=[O:51])[CH3:52].[CH3:59][N:60]([c:61]1[cH:62][cH:63][n:64][cH:65][cH:66]1)[CH3:67].[CH:1]([CH3:2])([CH3:3])[N:4]1[CH2:5][CH2:6][NH:7][CH2:8][c:9]2[c:10](-[c:34]3[s:35][cH:36][cH:37][cH:38]3)[c:11]3[n:12]([c:31]2[C:32]1=[O:33])[CH2:13][CH2:14][c:15]1[cH:16][c:17]([O:29][CH3:30])[c:18](-[c:21]2[c:22]([CH3:28])[n:23][n:24]([CH3:27])[c:25]2[CH3:26])[cH:19][c:20]1-3.[OH2:46].[cH:53]1[cH:54][cH:55][n:56][cH:57][cH:58]1>>[CH:1]([CH3:2])([CH3:3])[N:4]1[CH2:5][CH2:6][N:7]([C:40]([CH3:39])=[O:41])[CH2:8][c:9]2[c:10](-[c:34]3[s:35][cH:36][cH:37][cH:38]3)[c:11]3[n:12]([c:31]2[C:32]1=[O:33])[CH2:13][CH2:14][c:15]1[cH:16][c:17]([O:29][CH3:30])[c:18](-[c:21]2[c:22]([CH3:28])[n:23][n:24]([CH3:27])[c:25]2[CH3:26])[cH:19][c:20]1-3. Reactants: CC([O-])=S, CC#N, CC(CC(=O)c1ccc(Cl)s1)C(=O)N1CCCC1C(=O)O, [Na+]. Product: CC(=O)SC(C(=O)c1ccc(Cl)s1)C(C)C(=O)N1CCCC1C(=O)O. Reaction SMILES: [C:22]([CH3:23])(=[S:24])[O-:25].[CH3:27][C:28]#[N:29].[Cl:1][c:2]1[cH:3][cH:4][c:5]([C:7](=[O:8])[CH2:9][CH:10]([C:11](=[O:12])[N:13]2[CH:14]([C:15](=[O:16])[OH:17])[CH2:18][CH2:19][CH2:20]2)[CH3:21])[s:6]1.[Na+:26]>>[Cl:1][c:2]1[cH:3][cH:4][c:5]([C:7](=[O:8])[CH:9]([CH:10]([C:11](=[O:12])[N:13]2[CH:14]([C:15](=[O:16])[OH:17])[CH2:18][CH2:19][CH2:20]2)[CH3:21])[S:24][C:22]([CH3:23])=[O:25])[s:6]1. The reactants are [Cl-], O=C(Cl)C(=O)Cl, ClCCl, COc1ccc(F)c(C(=O)O)c1, [N-]=[N+]=[N-], COc1ccc(F)c(NC(=O)NC(C#N)=C(N)C#N)c1, [Na+], CN(C)C=O, C1COCCO1, O. The product is COc1ccc(F)c(N=C=O)c1. Reaction SMILES: [Cl-:43].[Cl:33][C:34]([C:35]([Cl:36])=[O:37])=[O:38].[Cl:44][CH2:45][Cl:46].[F:21][c:22]1[cH:23][cH:24][c:25]([O:26][CH3:27])[cH:28][c:29]1[C:30]([OH:31])=[O:32].[N-:40]=[N+:41]=[N-:42].[NH2:1][C:2]([C:3]#[N:4])=[C:5]([NH:6][C:7](=[O:8])[NH:9][c:10]1[c:11]([F:18])[cH:12][cH:13][c:14]([O:16][CH3:17])[cH:15]1)[C:19]#[N:20].[Na+:39].[O:47]=[CH:48][N:49]([CH3:50])[CH3:51].[O:52]1[CH2:53][CH2:54][O:55][CH2:56][CH2:57]1.[OH2:58]>>[C:7](=[O:8])=[N:9][c:10]1[c:11]([F:18])[cH:12][cH:13][c:14]([O:16][CH3:17])[cH:15]1. Reactants: C(C1=CC=CC=C1)(=O)OC[C@]12[C@@H]([C@H]3CC[C@@H]4[C@]5(CC=C(C([C@@H]5CC[C@]4([C@@]3(CC1)C)C)(C)C)C1=CC(=NO1)C(=O)OCC)C)[C@@H](CC2)C(=C)C (ethyl 5-((1R,3aS,5aR,5bR,7aR,11aS,11bR,13aR,13bR)-3a-(benzoyloxymethyl)-5a,5b,8,8,11a-pentamethyl-1-(prop-1-en-2-yl)-2,3,3a,4,5,5a,5b,6,7,7a,8,11,11a,11b,12,13,13a,13b-octadecahydro-1H-cyclopenta[a]chrysen-9-yl)isoxazole-3-carboxylate), O (Water), O.[OH-].[Li+] (Lithium hydroxide monohydrate). The solvent is O1CCOCC1 (1,4-Dioxane), Cl (HCl). Conditions: temperature 75 celsius. Yields the product OC[C@]12[C@@H]([C@H]3CC[C@@H]4[C@]5(CC=C(C([C@@H]5CC[C@]4([C@@]3(CC1)C)C)(C)C)C1=CC(=NO1)C(=O)O)C)[C@@H](CC2)C(=C)C (5-((1R,3aS,5aR,5bR,7aR,11aS,11bR,13aR,13bR)-3a-(hydroxymethyl)-5a,5b,8,8,11a-pentamethyl-1-(prop-1-en-2-yl)-2,3,3a,4,5,5a,5b,6,7,7a,8,11,11a,11b,12,13,13a,13b-octadecahydro-1H-cyclopenta[a]chrysen-9-yl)isoxazole-3-carboxylic acid). Yield: 32590.9%. As a reaction SMILES: C([O:9][CH2:10][C@:11]12[CH2:46][CH2:45][C@@H:44]([C:47]([CH3:49])=[CH2:48])[C@@H:12]1[C@@H:13]1[C@@:26]([CH3:29])([CH2:27][CH2:28]2)[C@@:25]2([CH3:30])[C@@H:16]([C@:17]3([CH3:43])[C@@H:22]([CH2:23][CH2:24]2)[C:21]([CH3:32])([CH3:31])[C:20]([C:33]2[O:37][N:36]=[C:35]([C:38]([O:40]CC)=[O:39])[CH:34]=2)=[CH:19][CH2:18]3)[CH2:15][CH2:14]1)(=O)C1C=CC=CC=1.O.O.[OH-].[Li+]>O1CCOCC1.Cl>[OH:9][CH2:10][C@:11]12[CH2:46][CH2:45][C@@H:44]([C:47]([CH3:49])=[CH2:48])[C@@H:12]1[C@@H:13]1[C@@:26]([CH3:29])([CH2:27][CH2:28]2)[C@@:25]2([CH3:30])[C@@H:16]([C@:17]3([CH3:43])[C@@H:22]([CH2:23][CH2:24]2)[C:21]([CH3:31])([CH3:32])[C:20]([C:33]2[O:37][N:36]=[C:35]([C:38]([OH:40])=[O:39])[CH:34]=2)=[CH:19][CH2:18]3)[CH2:15][CH2:14]1 |f:2.3.4|. Procedure: To a solution of ethyl 5-((1R,3aS,5aR,5bR,7aR,11aS,11bR,13aR,13bR)-3a-(benzoyloxymethyl)-5a,5b,8,8,11a-pentamethyl-1-(prop-1-en-2-yl)-2,3,3a,4,5,5a,5b,6,7,7a,8,11,11a,11b,12,13,13a,13b-octadecahydro-1H-cyclopenta[a]chrysen-9-yl)isoxazole-3-carboxylate (0.015 g, 0.022 mmol) in 1,4-Dioxane (2 mL) was added Water (0.5 mL) and Lithium hydroxide monohydrate (0.17 g, 4.05 mmol). The mixture was heated to 75° C. After 3.5 h the mixture was cooled to rt and was diluted with 1N HCl (7 mL) then was extrac... The reactants are C(=O)(OC)C=1OC2=C(C(=CC=C2C(C1)=O)O)CCC (2-carbomethoxy-7-hydroxy-8-propylchromone), C(CC)C1=C(OCCCCCBr)C=CC(=C1O)C(C)=O (5-(2-n-propyl-3-hydroxy-4-acetylphenoxy)-1-bromopentane). The product is C(=O)(OC)C=1OC2=C(C(=CC=C2C(C1)=O)OCCCCCOC1=C(C(=C(C=C1)C(C)=O)O)CCC)CCC (2-carbomethoxy-7-[5-(2-n-propyl-3-hydroxy-4-acetylphenoxy)pentoxy]-8-n-propylchromone). The yield is 66.7%. RXN SMILES: [C:1]([C:5]1[O:6][C:7]2[C:12]([C:13](=[O:15])[CH:14]=1)=[CH:11][CH:10]=[C:9]([OH:16])[C:8]=2[CH2:17][CH2:18][CH3:19])([O:3][CH3:4])=[O:2].[CH2:20]([C:23]1[C:35]([OH:36])=[C:34]([C:37](=[O:39])[CH3:38])[CH:33]=[CH:32][C:24]=1[O:25][CH2:26][CH2:27][CH2:28][CH2:29][CH2:30]Br)[CH2:21][CH3:22]>>[C:1]([C:5]1[O:6][C:7]2[C:12]([C:13](=[O:15])[CH:14]=1)=[CH:11][CH:10]=[C:9]([O:16][CH2:30][CH2:29][CH2:28][CH2:27][CH2:26][O:25][C:24]1[CH:32]=[CH:33][C:34]([C:37](=[O:39])[CH3:38])=[C:35]([OH:36])[C:23]=1[CH2:20][CH2:21][CH3:22])[C:8]=2[CH2:17][CH2:18][CH3:19])([O:3][CH3:4])=[O:2]. Procedure: Using the procedure of Example 2, 5.25 g (20 mmoles) of 2-carbomethoxy-7-hydroxy-8-propylchromone and 8.24 g (24 mmoles) of 5-(2-n-propyl-3-hydroxy-4-acetylphenoxy)-1-bromopentane gave 7.0 g (66%) of the title compound, mp 86°-87° C. Calc: C, 68.69; H, 6.92; Found: C, 68.80; H, 6.89.